This data is from the Open Reaction Database (ORD), a public repository of structured organic reaction records. The task is: describe an organic reaction: reactants, conditions, products, and yield The reactants are COC(NC(C(C)C)C(=O)N1CN(CC1C(NCC(=O)C1=CC=C(C=C1)Br)=O)C1=CC=CC=C1)=O ((1-{5-[2-(4-Bromo-phenyl)-2-oxo-ethylcarbamoyl]-3-phenyl-imidazolidine-1-carbonyl}-2-methyl-propyl)-carbamic acid methyl ester), C(C)(=O)[O-].[NH4+] (ammonium acetate). Run in m-xylenes. Reaction conditions: temperature 135 celsius, time 120 minute. Yields the product COC(NC(C(C)C)C(=O)N1CN(CC1C=1NC=C(N1)C1=CC=C(C=C1)Br)C1=CC=CC=C1)=O ({1-[4-(4-Bromo-phenyl)-1′-phenyl-1′,2′,4′,5′-tetrahydro-1H-[2,4′]biimidazolyl-3′-carbonyl]-2-methyl-propyl}-carbamic acid methyl ester). Isolated yield 46.3%. RXN SMILES: [CH3:1][O:2][C:3](=[O:35])[NH:4][CH:5]([C:9]([N:11]1[CH:15]([C:16](=O)[NH:17][CH2:18][C:19]([C:21]2[CH:26]=[CH:25][C:24]([Br:27])=[CH:23][CH:22]=2)=O)[CH2:14][N:13]([C:29]2[CH:34]=[CH:33][CH:32]=[CH:31][CH:30]=2)[CH2:12]1)=[O:10])[CH:6]([CH3:8])[CH3:7].C([O-])(=O)C.[NH4+:40]>>[CH3:1][O:2][C:3](=[O:35])[NH:4][CH:5]([C:9]([N:11]1[CH:15]([C:16]2[NH:17][CH:18]=[C:19]([C:21]3[CH:26]=[CH:25][C:24]([Br:27])=[CH:23][CH:22]=3)[N:40]=2)[CH2:14][N:13]([C:29]2[CH:30]=[CH:31][CH:32]=[CH:33][CH:34]=2)[CH2:12]1)=[O:10])[CH:6]([CH3:7])[CH3:8] |f:1.2|. Reported procedure: (1-{5-[2-(4-Bromo-phenyl)-2-oxo-ethylcarbamoyl]-3-phenyl-imidazolidine-1-carbonyl}-2-methyl-propyl)-carbamic acid methyl ester (90 mg) was dissolved in m-xylenes (3 mL) and heated at 135° C. Solid ammonium acetate (100 mg, 1.29 mmol) was added and the reaction was stirred at 135° C. After 120 minutes, the reaction was cooled to room temperature and the volatiles were removed in vacuo. The crude material was purified via silica gel chromatography (eluent: EtOAc/hexanes) to yield the product {1-[4... The reactants are ClCCl, [N-]=[N+]=[N-], [Na+], CCCC1=NC2C(OC(CO)C(O)C2O)S1, Cc1ccc(S(=O)(=O)Cl)cc1, c1ccncc1. Product: CCCC1=NC2C(OC(CN=[N+]=[N-])C(O)C2O)S1. Reaction SMILES: [Cl:38][CH2:39][Cl:40].[N-:28]=[N+:29]=[N-:30].[Na+:31].[OH:1][CH2:2][CH:3]1[CH:4]([OH:16])[CH:5]([OH:15])[CH:6]2[N:7]=[C:8]([CH2:12][CH2:13][CH3:14])[S:9][CH:10]2[O:11]1.[S:17]([Cl:18])([c:19]1[cH:20][cH:21][c:22]([CH3:23])[cH:24][cH:25]1)(=[O:26])=[O:27].[cH:32]1[cH:33][cH:34][n:35][cH:36][cH:37]1>>[CH2:2]([CH:3]1[CH:4]([OH:16])[CH:5]([OH:15])[CH:6]2[N:7]=[C:8]([CH2:12][CH2:13][CH3:14])[S:9][CH:10]2[O:11]1)[N:28]=[N+:29]=[N-:30]. Starting materials: CCOC(=O)CC(=O)CON=C(c1ccc(OC)cc1)c1ccc(OC)cc1, CCOC(C)=O, Cl, CON, c1ccncc1. The product is CCOC(=O)CC(CON=C(c1ccc(OC)cc1)c1ccc(OC)cc1)=NOC. RXN SMILES: [CH2:1]([CH3:2])[O:3][C:4](=[O:5])[CH2:6][C:7]([CH2:8][O:9][N:10]=[C:11]([c:12]1[cH:13][cH:14][c:15]([O:18][CH3:19])[cH:16][cH:17]1)[c:20]1[cH:21][cH:22][c:23]([O:26][CH3:27])[cH:24][cH:25]1)=[O:28].[CH3:33][CH2:34][O:35][C:36](=[O:37])[CH3:38].[ClH:29].[O:30]([CH3:31])[NH2:32].[cH:39]1[cH:40][cH:41][n:42][cH:43][cH:44]1>>[CH2:1]([CH3:2])[O:3][C:4](=[O:5])[CH2:6][C:7]([CH2:8][O:9][N:10]=[C:11]([c:12]1[cH:13][cH:14][c:15]([O:18][CH3:19])[cH:16][cH:17]1)[c:20]1[cH:21][cH:22][c:23]([O:26][CH3:27])[cH:24][cH:25]1)=[N:32][O:30][CH3:31]. The reactants are CC#N, Cl, Cl[Cu], O=N[O-], CCOC(=O)C1(c2cc(OCC3CC3)c(N)c(-c3ccc(C(F)(F)F)cc3)c2)CCCC1, [Na+], O, O. Yields the product CCOC(=O)C1(c2cc(OCC3CC3)c(Cl)c(-c3ccc(C(F)(F)F)cc3)c2)CCCC1. As a reaction SMILES: [CH3:37][C:38]#[N:39].[ClH:41].[Cu:43][Cl:44].[N:33]([O-:34])=[O:35].[NH2:1][c:2]1[c:3]([O:28][CH2:29][CH:30]2[CH2:31][CH2:32]2)[cH:4][c:5]([C:18]2([C:23](=[O:24])[O:25][CH2:26][CH3:27])[CH2:19][CH2:20][CH2:21][CH2:22]2)[cH:6][c:7]1-[c:8]1[cH:9][cH:10][c:11]([C:14]([F:15])([F:16])[F:17])[cH:12][cH:13]1.[Na+:36].[OH2:40].[OH2:42]>>[c:2]1([Cl:41])[c:3]([O:28][CH2:29][CH:30]2[CH2:31][CH2:32]2)[cH:4][c:5]([C:18]2([C:23](=[O:24])[O:25][CH2:26][CH3:27])[CH2:19][CH2:20][CH2:21][CH2:22]2)[cH:6][c:7]1-[c:8]1[cH:9][cH:10][c:11]([C:14]([F:15])([F:16])[F:17])[cH:12][cH:13]1. Reactants: C1CCOC1, CSCCCS(=O)(=O)Cl, N. Product: CSCCCS(N)(=O)=O. Reaction SMILES: [CH2:11]1[O:12][CH2:13][CH2:14][CH2:15]1.[CH3:1][S:2][CH2:3][CH2:4][CH2:5][S:6](=[O:7])(=[O:8])[Cl:9].[NH3:10]>>[CH3:1][S:2][CH2:3][CH2:4][CH2:5][S:6](=[O:7])(=[O:8])[NH2:10].